From a dataset of the Open Reaction Database (ORD), a public repository of structured organic reaction records. describe an organic reaction: reactants, conditions, products, and yield The reactants are BrC1=CN=C2N1C=CN=C2Cl (3-Bromo-8-chloro-imidazo[1,2-a]pyrazine), N1CCOCC1 (morpholine), C(C)(C)(C)OC(=O)N1CCC(CC1)N (4-amino-piperidine-1-carboxylic acid tert-butyl ester), CSC1=NC=CC(=N1)[Sn](CCCC)(CCCC)CCCC (2-methylsulfanyl-4-tributylstannanyl-pyrimidine). The product is N1(CCOCC1)C1=NC=CC(=N1)C1=CN=C2N1C=CN=C2NC2CCNCC2 ([3-(2-Morpholin-4-yl-pyrimidin-4-yl)-imidazo[1,2-a]pyrazin-8-yl]-piperidin-4-yl-amine). As a reaction SMILES: Br[C:2]1[N:6]2[CH:7]=[CH:8][N:9]=[C:10](Cl)[C:5]2=[N:4][CH:3]=1.C(OC([N:19]1[CH2:24][CH2:23][CH:22]([NH2:25])[CH2:21][CH2:20]1)=O)(C)(C)C.CS[C:28]1[N:33]=[C:32]([Sn](CCCC)(CCCC)CCCC)[CH:31]=[CH:30][N:29]=1.[NH:47]1[CH2:52][CH2:51][O:50][CH2:49][CH2:48]1>>[N:47]1([C:28]2[N:29]=[C:30]([C:2]3[N:6]4[CH:7]=[CH:8][N:9]=[C:10]([NH:25][CH:22]5[CH2:21][CH2:20][NH:19][CH2:24][CH2:23]5)[C:5]4=[N:4][CH:3]=3)[CH:31]=[CH:32][N:33]=2)[CH2:52][CH2:51][O:50][CH2:49][CH2:48]1. Reported procedure: [3-(2-Morpholin-4-yl-pyrimidin-4-yl)-imidazo[1,2-a]pyrazin-8-yl]-piperidin-4-yl-amine was prepared by a process analogous to that described in Example 12 starting from 3-bromo-8-chloro-imidazo[1,2-a]pyrazine (from Example 1 supra), 4-amino-piperidine-1-carboxylic acid tert-butyl ester, 2-methylsulfanyl-4-tributylstannanyl-pyrimidine, and morpholine. LC-MS: [M+H]+ 381.3.